From a dataset of the Open Reaction Database (ORD), a public repository of structured organic reaction records. describe an organic reaction: reactants, conditions, products, and yield Starting materials: CC1(C)OB(c2cccc(NC(=O)C3COCCO3)c2)OC1(C)C, [K+], [K+], [K+], CC(C)(C)OC(=O)NC1(c2ccc(-n3c(-c4cccnc4N)nc4ccc(Cl)nc43)cc2)CCC1, C1COCCO1, O, O=P([O-])([O-])[O-]. The product is CC(C)(C)OC(=O)NC1(c2ccc(-n3c(-c4cccnc4N)nc4ccc(-c5cccc(NC(=O)C6COCCO6)c5)nc43)cc2)CCC1. As a reaction SMILES: [CH3:36][C:37]1([CH3:38])[C:39]([CH3:40])([CH3:41])[O:42][B:43]([c:44]2[cH:45][c:46]([NH:50][C:51](=[O:52])[CH:53]3[O:54][CH2:55][CH2:56][O:57][CH2:58]3)[cH:47][cH:48][cH:49]2)[O:59]1.[K+:65].[K+:66].[K+:67].[NH2:1][c:2]1[n:3][cH:4][cH:5][cH:6][c:7]1-[c:8]1[n:9][c:10]2[c:11]([n:12][c:13]([Cl:16])[cH:14][cH:15]2)[n:17]1-[c:18]1[cH:19][cH:20][c:21]([C:24]2([NH:28][C:29]([O:30][C:31]([CH3:32])([CH3:33])[CH3:34])=[O:35])[CH2:25][CH2:26][CH2:27]2)[cH:22][cH:23]1.[O:68]1[CH2:69][CH2:70][O:71][CH2:72][CH2:73]1.[OH2:74].[P:60]([O-:61])([O-:62])([O-:63])=[O:64]>>[NH2:1][c:2]1[n:3][cH:4][cH:5][cH:6][c:7]1-[c:8]1[n:9][c:10]2[c:11]([n:12][c:13](-[c:44]3[cH:45][c:46]([NH:50][C:51](=[O:52])[CH:53]4[O:54][CH2:55][CH2:56][O:57][CH2:58]4)[cH:47][cH:48][cH:49]3)[cH:14][cH:15]2)[n:17]1-[c:18]1[cH:19][cH:20][c:21]([C:24]2([NH:28][C:29]([O:30][C:31]([CH3:32])([CH3:33])[CH3:34])=[O:35])[CH2:25][CH2:26][CH2:27]2)[cH:22][cH:23]1.